This data is from the Open Reaction Database (ORD), a public repository of structured organic reaction records. The task is: describe an organic reaction: reactants, conditions, products, and yield The reactants are O=C(O)C1CCC2(CC2)CC1C(=O)OCc1ccccc1, CCN(C(C)C)C(C)C, CN(C)C=O, c1ccc(N2CCNCC2)cc1. The product is O=C(OCc1ccccc1)C1CC2(CCC1C(=O)N1CCN(c3ccccc3)CC1)CC2. As a reaction SMILES: [CH2:1]([c:2]1[cH:3][cH:4][cH:5][cH:6][cH:7]1)[O:8][C:9](=[O:10])[CH:11]1[CH2:12][C:13]2([CH2:14][CH2:15]2)[CH2:16][CH2:17][CH:18]1[C:19](=[O:20])[OH:21].[CH:34]([N:35]([CH2:36][CH3:37])[CH:38]([CH3:39])[CH3:40])([CH3:41])[CH3:42].[O:43]=[CH:44][N:45]([CH3:46])[CH3:47].[c:22]1([N:28]2[CH2:29][CH2:30][NH:31][CH2:32][CH2:33]2)[cH:23][cH:24][cH:25][cH:26][cH:27]1>>[CH2:1]([c:2]1[cH:3][cH:4][cH:5][cH:6][cH:7]1)[O:8][C:9](=[O:10])[CH:11]1[CH2:12][C:13]2([CH2:14][CH2:15]2)[CH2:16][CH2:17][CH:18]1[C:19](=[O:21])[N:31]1[CH2:30][CH2:29][N:28]([c:22]2[cH:23][cH:24][cH:25][cH:26][cH:27]2)[CH2:33][CH2:32]1. Starting materials: FC(C=1C=C(COC[C@@]2(C[C@H](CC2)N2C(C3=CC=CC=C3C2=O)=O)C2=CC=CC=C2)C=C(C1)C(F)(F)F)(F)F (2-((1S,3S)-3-((3,5-bis(trifluoromethyl)benzyloxy)methyl)-3-phenylcyclopentyl)isoindoline-1,3-dione), NN (hydrazine). Solvent: C1(=CC=CC=C1)C (toluene). Conditions: temperature 80 celsius. Product: FC(C=1C=C(COC[C@@]2(C[C@H](CC2)N)C2=CC=CC=C2)C=C(C1)C(F)(F)F)(F)F ((1S,3S)-3-((3,5-bis(trifluoromethyl)benzyloxy)methyl)-3-phenylcyclopentanamine). Isolated yield 85.5%. RXN SMILES: [F:1][C:2]([F:39])([F:38])[C:3]1[CH:4]=[C:5]([CH:31]=[C:32]([C:34]([F:37])([F:36])[F:35])[CH:33]=1)[CH2:6][O:7][CH2:8][C@@:9]1([C:25]2[CH:30]=[CH:29][CH:28]=[CH:27][CH:26]=2)[CH2:13][CH2:12][C@H:11]([N:14]2C(=O)C3C(=CC=CC=3)C2=O)[CH2:10]1.NN>C1(C)C=CC=CC=1>[F:1][C:2]([F:38])([F:39])[C:3]1[CH:4]=[C:5]([CH:31]=[C:32]([C:34]([F:37])([F:36])[F:35])[CH:33]=1)[CH2:6][O:7][CH2:8][C@@:9]1([C:25]2[CH:30]=[CH:29][CH:28]=[CH:27][CH:26]=2)[CH2:13][CH2:12][C@H:11]([NH2:14])[CH2:10]1. Procedure: To a solution of 2-((1S,3S)-3-((3,5-bis(trifluoromethyl)benzyloxy)methyl)-3-phenylcyclopentyl)isoindoline-1,3-dione (69 mg), available from Example 7, in toluene (0.50 mL) was added anhydrous hydrazine (41 μL), and the reaction mixture was heated at 80° C. for 12 h. The precipitate was removed by filtration, and the filtrate was evaporated in vacuo to give the title compound (45 mg). The Yields the product O[NH-] (hydroxyamide), C(=O)(C(F)(F)F)O (TFA). Isolated yield 51.0%. Reaction SMILES: C([NH2:5])(C)(C)C.C(O)C.[C:9]([OH:15])([C:11]([F:14])([F:13])[F:12])=[O:10].[OH2:16]>>[OH:16][NH-:5].[C:9]([OH:15])([C:11]([F:14])([F:13])[F:12])=[O:10]. Conditions: temperature 60 celsius, time 18 hour. Starting materials: C(C)(C)(C)N (tert. butylamine), C(C)O (ethanol), C(=O)(C(F)(F)F)O (TFA), O (water). Reported procedure: A mixture of compound 25.4 (0.027 g), ethanol (1.5 mL), TFA (0.6 mL) and water (0.5 mL) was stirred at 60° C. for 18 h. The mixture was concentrated under reduced pressure, and the residue was purified by HPLC to afford compound 25.6 as a TFA salt (0.014 g, 51%). 1H NMR (CD3OD): δ 1.4 (t, J=8 Hz, 6H), 2.9 (M, 4H), 3.2 (m, 2H), 3.58 (brs, 2H), 3.65 (m, 2H), 4.25 (m, 4H), 4.42 (d, J=10 Hz, 2H), 4.85 (m, 2H), 6.75 (d, J=9 Hz, 2H), 6.9 (m, 4H), 7.0 (d, J=9 Hz, 2H), 7.4-7.6 (m, 6H), 8.1 (brs, 2H). 31... Starting materials: solution, [Li] (lithium), N(=O)N1C(COCC1(C)C)(C)C (4-nitroso-3,3,5,5-tetramethylmorpholine). Run in O1CCCC1 (tetrahydrofuran), O1CCCC1 (tetrahydrofuran), C(CCC)OCCCC (dibutyl ether). Reaction conditions: temperature 99 celsius. The product is NN1C(COCC1(C)C)(C)C (4-Amino-3,3,5,5-tetramethylmorpholine). Reaction SMILES: [Li].[N:2]([N:4]1[C:9]([CH3:11])([CH3:10])[CH2:8][O:7][CH2:6][C:5]1([CH3:13])[CH3:12])=O>O1CCCC1.C(OCCCC)CCC>[NH2:2][N:4]1[C:5]([CH3:13])([CH3:12])[CH2:6][O:7][CH2:8][C:9]1([CH3:11])[CH3:10] |^1:0|. Procedure: About 20% of a solution of 5 g of lithium alanate in 50 ml of tetrahydrofuran is added dropwise to a heated solution of 17.2 g of 4-nitroso-3,3,5,5-tetramethylmorpholine in 50 ml of tetrahydrofuran and 100 ml of dibutyl ether. The tetrahydrofuran is distilled off and the internal temperature is increased to 99° C. The remainder of the lithium alanate solution is then added dropwise and the mixture is kept at 70° C. for a further hour. After the mixture has been cooled in an ice-bath, 10 ml of wa...